Dataset: the Open Reaction Database (ORD), a public repository of structured organic reaction records. Task: describe an organic reaction: reactants, conditions, products, and yield Starting materials: CO, Cc1cc(SC(=O)N(C)C)ccc1Br, [K+], [OH-]. Product: Cc1cc(S)ccc1Br. RXN SMILES: [CH3:17][OH:18].[CH3:1][N:2]([CH3:3])[C:13]([S:4][c:5]1[cH:6][c:7]([CH3:12])[c:8]([Br:11])[cH:9][cH:10]1)=[O:14].[K+:16].[OH-:15]>>[SH:4][c:5]1[cH:6][c:7]([CH3:12])[c:8]([Br:11])[cH:9][cH:10]1. Starting materials: ClC=1C=C(C=CC1)C=CC1=CC=C(S1)C(=O)OC (methyl 5-[2-(3-chlorophenyl) vinyl]-thiophene-2-carboxylate), N12C[C@@H](C(CC1)CC2)NC(=O)C=2SC(=CC2)C=2N=C(SC2)C (N-[(3R)-1-azabicyclo[2.2.2]oct-3-yl]-5-(2-methylthiazol-4-yl)-thiophene-2-carboxamide). Product: N12C[C@@H](C(CC1)CC2)NC(=O)C=2SC(=CC2)C=CC2=CC(=CC=C2)Cl (N-[(3R)-1-azabicyclo[2.2.2]oct-3-yl]-5-[2-(3-chlorophenyl)-vinyl]-thiophene-2-carboxamide). Isolated yield 19.0%. RXN SMILES: [Cl:1][C:2]1[CH:3]=[C:4]([CH:8]=[CH:9][C:10]2[S:14][C:13]([C:15]([O:17]C)=O)=[CH:12][CH:11]=2)[CH:5]=[CH:6][CH:7]=1.[N:19]12[CH2:26][CH2:25][CH:22]([CH2:23][CH2:24]1)[C@@H:21]([NH:27]C(C1SC(C3N=C(C)SC=3)=CC=1)=O)[CH2:20]2>>[N:19]12[CH2:26][CH2:25][CH:22]([CH2:23][CH2:24]1)[C@@H:21]([NH:27][C:15]([C:13]1[S:14][C:10]([CH:9]=[CH:8][C:4]3[CH:5]=[CH:6][CH:7]=[C:2]([Cl:1])[CH:3]=3)=[CH:11][CH:12]=1)=[O:17])[CH2:20]2. Reported procedure: This compound is prepared from methyl 5-[2-(3-chlorophenyl) vinyl]-thiophene-2-carboxylate according to the procedure used to make the compound of Example 31, making non-critical variations. Yield 19%. MS for C20H21ClN2OS (ESI) (M+H)+ m/z 373. Reactants: CCC(=O)n1c(=O)oc2ccccc21, CC(C)CC=O. The product is CC(C)CC(O)C(C)C(=O)n1c(=O)oc2ccccc21. RXN SMILES: [C:1]([CH2:2][CH3:3])(=[O:4])[n:5]1[c:6](=[O:14])[o:7][c:8]2[c:9]1[cH:10][cH:11][cH:12][cH:13]2.[CH3:15][CH:16]([CH3:17])[CH2:18][CH:19]=[O:20]>>[C:1]([CH:2]([CH3:3])[CH:19]([CH2:18][CH:16]([CH3:15])[CH3:17])[OH:20])(=[O:4])[n:5]1[c:6](=[O:14])[o:7][c:8]2[c:9]1[cH:10][cH:11][cH:12][cH:13]2. The reactants are N[C@H](C(=O)OC)CC1OCCCC1 ((2S)-methyl 2-amino-3-(tetrahydro-2H-pyran-2-yl)propanoate), [H-].[Al+3].[Li+].[H-].[H-].[H-] (lithium aluminum hydride). Solvent: C1CCOC1 (THF). Reaction conditions: time 1 hour. The product is N[C@H](CO)CC1OCCCC1 ((2S)-2-amino-3-(tetrahydro-2H-pyran-2-yl)propan-1-ol). As a reaction SMILES: [NH2:1][C@@H:2]([CH2:7][CH:8]1[CH2:13][CH2:12][CH2:11][CH2:10][O:9]1)[C:3](OC)=[O:4].[H-].[Al+3].[Li+].[H-].[H-].[H-]>C1COCC1>[NH2:1][C@@H:2]([CH2:7][CH:8]1[CH2:13][CH2:12][CH2:11][CH2:10][O:9]1)[CH2:3][OH:4] |f:1.2.3.4.5.6|. Procedure: At −78° C., (2S)-methyl 2-amino-3-(tetrahydro-2H-pyran-2-yl)propanoate (1.84 g, 7.74 mmol) in THF (16 mL) was treated with lithium aluminum hydride (8 mL, 1 M in THF) at a rate such that the temperature remained below −65° C. The reaction was allowed to warm to rt. Upon completion, the reaction was cooled to 0° C. and quenched by dropwise addition of water, avoiding a rise in temperature above 2° C., the slurry was then stirred for an additional 1 h. The emulsion was dispersed by stirring with 1...